The task is: describe an organic reaction: reactants, conditions, products, and yield. This data is from the Open Reaction Database (ORD), a public repository of structured organic reaction records. Starting materials: [H-].[Na+] (sodium hydride), CC=1C(=C(C=C(C1)C)C(=O)C1CCCCC1)O (cyclohexyl 3,5-dimethyl-2-hydroxyphenyl ketone), ice water, CI (methyl iodide). The solvent is CN(C=O)C (dimethylformamide). Yields the product CC=1C(=C(C=C(C1)C)C(=O)C1CCCCC1)OC (cyclohexyl 3,5-dimethyl-2-methoxyphenyl ketone). The yield is 105.0%. Reaction SMILES: [H-].[Na+].[CH3:3][C:4]1[C:5]([OH:19])=[C:6]([C:11]([CH:13]2[CH2:18][CH2:17][CH2:16][CH2:15][CH2:14]2)=[O:12])[CH:7]=[C:8]([CH3:10])[CH:9]=1.[CH3:20]I>CN(C)C=O>[CH3:3][C:4]1[C:5]([O:19][CH3:20])=[C:6]([C:11]([CH:13]2[CH2:18][CH2:17][CH2:16][CH2:15][CH2:14]2)=[O:12])[CH:7]=[C:8]([CH3:10])[CH:9]=1 |f:0.1|. Procedure details: 53 Grams of 60% sodium hydride was gradually added to a solution prepared by dissolving 256.2 g of cyclohexyl 3,5-dimethyl-2-hydroxyphenyl ketone in 1 liter of dimethylformamide with stirring, generating the temperature of the reaction mixture was risen to 70° C. by generating the heat. After continuation of stirring for 30 minutes, the reaction mixture was cooled to room temperature and thereto was added dropwise 233 g of methyl iodide. The reaction mixture was further stirred at the same tempe... Starting materials: [OH-].[Na+] (NaOH), C1(=CC=CC=C1)C1CCNCC1 (4-Phenylpiperidine), C(#N)[BH3-].[Na+] (sodium cyanoborohydride), C(=O)C12C3=CC=CC=C3C(C=3C=CC=CC13)C2 (9-formyl-9,10-dihydro-9,10-methanoanthracene). The solvent is CO (methanol). Conditions: time 3 day. Product: C1=CC=CC=2C3C4=CC=CC=C4C(C12)(C3)CN3CCC(CC3)C3=CC=CC=C3 (1-(9,10-Dihydro-9,10-methanoanthracen-9-ylmethyl)-4-phenylpiperidine). Reaction SMILES: [CH:1]([C:3]12[CH2:17][CH:10]([C:11]3[CH:12]=[CH:13][CH:14]=[CH:15][C:16]=31)[C:9]1[C:4]2=[CH:5][CH:6]=[CH:7][CH:8]=1)=O.[C:18]1([CH:24]2[CH2:29][CH2:28][NH:27][CH2:26][CH2:25]2)[CH:23]=[CH:22][CH:21]=[CH:20][CH:19]=1.C([BH3-])#N.[Na+].[OH-].[Na+]>CO>[CH:5]1[C:4]2[C:3]3([CH2:1][N:27]4[CH2:26][CH2:25][CH:24]([C:18]5[CH:23]=[CH:22][CH:21]=[CH:20][CH:19]=5)[CH2:29][CH2:28]4)[CH2:17][CH:10]([C:11]4[C:16]3=[CH:15][CH:14]=[CH:13][CH:12]=4)[C:9]=2[CH:8]=[CH:7][CH:6]=1 |f:2.3,4.5|. Procedure: To a methanol solution (80 mL) of 9-formyl-9,10-dihydro-9,10-methanoanthracene (described in example 5a) (5.00 g, 22.7 mmol) was added a large excess of freshly activated 3 A molecular sieves (approx. 10 g) under an atmosphere of nitrogen. 4-Phenylpiperidine (4.57 g, 28 mmol, 1.25 eq) was added followed by four portions of sodium cyanoborohydride (1.43 g, 22.7 mmol) over 1.3 h. The resulting suspension of sieves and reagents was stirred for 3 days at room temperature. The reaction was treated wi... Starting materials: NC1=NC(=NC=2N1OC(N2)=O)N(CC=C)CC=C (7-amino-5-diallylamino-2H-[1,2,4]oxadiazolo[2,3-a]-s-triazin-2-one), CC(=O)C (acetone), ClCC(=O)OC (methyl chloroacetate), C([O-])([O-])=O.[K+].[K+] (potassium carbonate). Conditions: time 52 hour. Product: C(C=C)N(C1=NC=2N(C(=N1)N(CC(=O)OC)CC(=O)OC)OC(N2)=O)CC=C (dimethyl {(5-diallylamino-2-oxo-2H-[1,2,4]oxadiazolo[2,3-a]-s-triazin-7-yl)imino}diacetate). RXN SMILES: [NH2:1][C:2]1[N:7]2[O:8][C:9](=[O:11])[N:10]=[C:6]2[N:5]=[C:4]([N:12]([CH2:16][CH:17]=[CH2:18])[CH2:13][CH:14]=[CH2:15])[N:3]=1.Cl[CH2:20][C:21]([O:23][CH3:24])=[O:22].[C:25](=O)([O-])[O-:26].[K+].[K+].C[C:32]([CH3:34])=[O:33]>>[CH2:13]([N:12]([CH2:16][CH:17]=[CH2:18])[C:4]1[N:3]=[C:2]([N:1]([CH2:34][C:32]([O:26][CH3:25])=[O:33])[CH2:20][C:21]([O:23][CH3:24])=[O:22])[N:7]2[O:8][C:9](=[O:11])[N:10]=[C:6]2[N:5]=1)[CH:14]=[CH2:15] |f:2.3.4|. Reported procedure: 3.0 g. of 7-amino-5-diallylamino-2H-[1,2,4]oxadiazolo[2,3-a]-s-triazin-2-one are dissolved in 120 ml. of acetone and treated with 6 ml. of methyl chloroacetate and 15 g. of potassium carbonate. The mixture is stirred for 52 hours and then evaporated to dryness. The residue is dissolved in methylene chloride and water and then extracted twice with methylene chloride. The combined organic extracts are dried over potassium carbonate and evaporated under reduced pressure. The residue is chromatograp...